From a dataset of the Open Reaction Database (ORD), a public repository of structured organic reaction records. describe an organic reaction: reactants, conditions, products, and yield Reactants: C(=O)C=1C=C(C=C(C1OC)C1=CC=CC=C1)S(=O)(=O)N (5-formyl-6-methoxy-biphenyl-3-sulfonamide), C1(=CC=CC=C1)CCC(=O)Cl (3-phenyl-propanoyl chloride). The product is C(=O)C=1C=C(C=C(C1OC)C1=CC=CC=C1)S(=O)(=O)NC(CCC1=CC=CC=C1)=O (5-formyl-6-methoxy-N-(3-phenyl-propanoyl)-biphenyl-3-sulfonamide). RXN SMILES: [CH:1]([C:3]1[CH:4]=[C:5]([S:17]([NH2:20])(=[O:19])=[O:18])[CH:6]=[C:7]([C:11]2[CH:16]=[CH:15][CH:14]=[CH:13][CH:12]=2)[C:8]=1[O:9][CH3:10])=[O:2].[C:21]1([CH2:27][CH2:28][C:29](Cl)=[O:30])[CH:26]=[CH:25][CH:24]=[CH:23][CH:22]=1>>[CH:1]([C:3]1[CH:4]=[C:5]([S:17]([NH:20][C:29](=[O:30])[CH2:28][CH2:27][C:21]2[CH:26]=[CH:25][CH:24]=[CH:23][CH:22]=2)(=[O:19])=[O:18])[CH:6]=[C:7]([C:11]2[CH:16]=[CH:15][CH:14]=[CH:13][CH:12]=2)[C:8]=1[O:9][CH3:10])=[O:2]. Procedure: Proceeding as in Reference 21, but substituting 5-formyl-6-methoxy-biphenyl-3-sulfonamide and 3-phenyl-propanoyl chloride, gave 5-formyl-6-methoxy-N-(3-phenyl-propanoyl)-biphenyl-3-sulfonamide. Reactants: O=C(O)C(=O)O, CCOC(C)=O, CS(C)=O, C(=NC1CCCCC1)=NC1CCCCC1, O=[N+]([O-])c1ccccc1CCO, O, O, O=C(O)C(F)(F)F, c1ccccc1, c1ccncc1. Yields the product O=CCc1ccccc1[N+](=O)[O-]. RXN SMILES: [C:43]([OH:44])(=[O:45])[C:46]([OH:47])=[O:48].[CH3:49][CH2:50][O:51][C:52](=[O:53])[CH3:54].[CH3:61][S:62](=[O:63])[CH3:64].[CH:26]1([N:27]=[C:28]=[N:29][CH:30]2[CH2:31][CH2:32][CH2:33][CH2:34][CH2:35]2)[CH2:36][CH2:37][CH2:38][CH2:39][CH2:40]1.[N+:14](=[O:15])([O-:16])[c:17]1[c:18]([CH2:23][CH2:24][OH:25])[cH:19][cH:20][cH:21][cH:22]1.[OH2:41].[OH2:42].[OH:1][C:2]([C:3]([F:4])([F:5])[F:6])=[O:7].[cH:55]1[cH:56][cH:57][cH:58][cH:59][cH:60]1.[cH:8]1[cH:9][cH:10][n:11][cH:12][cH:13]1>>[N+:14](=[O:15])([O-:16])[c:17]1[c:18]([CH2:23][CH:24]=[O:25])[cH:19][cH:20][cH:21][cH:22]1. Starting materials: Cl[SiH]1N(C=CN1C(C)(C)C)C(C)(C)C (2-chloro-1,3-di-tert-butyl-1,3-diaza-2-silacyclopent-4-ene), O1CCCC1.C=C(C)[Mg]Br ((prop-1-en-2-yl)magnesium bromide tetrahydrofuran). The solvent is CCCCCC (hexane). The product is C(C)(C)(C)N1[SiH](N(C=C1)C(C)(C)C)C(=C)C (1,3-di-tert-butyl-2-(prop-1-en-2-yl)-1,3-diaza-2-silacyclopent-4-ene). Isolated yield 47.0%. RXN SMILES: Cl[SiH:2]1[N:6]([C:7]([CH3:10])([CH3:9])[CH3:8])[CH:5]=[CH:4][N:3]1[C:11]([CH3:14])([CH3:13])[CH3:12].O1C[CH2:18][CH2:17][CH2:16]1.C=C([Mg]Br)C>CCCCCC>[C:11]([N:3]1[CH:4]=[CH:5][N:6]([C:7]([CH3:10])([CH3:9])[CH3:8])[SiH:2]1[C:17]([CH3:18])=[CH2:16])([CH3:14])([CH3:13])[CH3:12] |f:1.2|. Procedure: In an argon atmosphere, 8.71 g (37.4 mmol) of Si(tBuNCHCHNtBu)(H)Cl was dissolved in 20 mL of hexane and after adding a (prop-1-en-2-yl)magnesium bromide tetrahydrofuran solution (0.57 mol/L, 69.0 mL, 39.3 mmol), the resulting solution was refluxed for 14 hours. Insoluble matters produced were separated by filtration, and the solvent was removed by distillation from the filtrate under atmospheric pressure. The obtained residue was distilled under reduced pressure (distillation temperature: 80° C... The reactants are FC(C(=O)O)(F)F (trifluoroacetic acid), CN(C(OC(C)(C)C)=O)C1=CC(=CC=C1)NC(C(F)(F)F)=O (tert-butyl methyl{3-[(trifluoroacetyl)amino]phenyl}carbamate). Run at time 1 hour. The product is FC(C(=O)NC1=CC(=CC=C1)NC)(F)F (2,2,2-trifluoro-N-[3-(methylamino)phenyl]acetamide). Yield: 89.2%. RXN SMILES: FC(F)(F)C(O)=O.[CH3:8][N:9]([C:17]1[CH:22]=[CH:21][CH:20]=[C:19]([NH:23][C:24](=[O:29])[C:25]([F:28])([F:27])[F:26])[CH:18]=1)C(=O)OC(C)(C)C>>[F:26][C:25]([F:27])([F:28])[C:24]([NH:23][C:19]1[CH:20]=[CH:21][CH:22]=[C:17]([NH:9][CH3:8])[CH:18]=1)=[O:29]. Procedure: To trifluoroacetic acid (144 mL) was added tert-butyl methyl{3-[(trifluoroacetyl)amino]phenyl}carbamate (47.8 g, 0.150 mol) at 0° C., and the mixture was stirred for 1 hr. The reaction mixture was concentrated under reduced pressure, ethyl acetate (500 ml) was added to the residue, and the mixture was washed successively with aqueous sodium hydrogen carbonate solution (200 ml) and saturated brine (200 mL). The organic layer was dried over anhydrous magnesium sulfate and concentrated under reduce... The product is CCOC(=O)c1cnc2c(SSc3ccccc3[N+](=O)[O-])cccn2c1=O. RXN SMILES: [CH2:1]([CH3:2])[O:3][C:4](=[O:5])[c:6]1[cH:7][n:8][c:9]2[n:10]([c:11]1=[O:12])[cH:13][cH:14][cH:15][c:16]2[S:17][C:18](=[O:19])[N:20]([CH3:21])[CH3:22].[Cl-:38].[Cl-:40].[Cl:34][CH2:35][CH2:36][Cl:37].[N+:23](=[O:24])([O-:25])[c:26]1[c:27]([S:32][Cl:33])[cH:28][cH:29][cH:30][cH:31]1.[Zn+2:39]>>[CH2:1]([CH3:2])[O:3][C:4](=[O:5])[c:6]1[cH:7][n:8][c:9]2[n:10]([c:11]1=[O:12])[cH:13][cH:14][cH:15][c:16]2[S:17][S:32][c:27]1[c:26]([N+:23](=[O:24])[O-:25])[cH:31][cH:30][cH:29][cH:28]1. Starting materials: CCOC(=O)c1cnc2c(SC(=O)N(C)C)cccn2c1=O, [Cl-], [Cl-], ClCCCl, O=[N+]([O-])c1ccccc1SCl, [Zn+2]. Reactants: O([C@H]1[C@H](O)[C@@H](O)[C@H](O)[C@H](O1)CO)CC1=CC=C(C=C1)N (4-Aminobenzyl β-D-glucopyranoside). Reagents/catalysts: [Pd] (Pd/C). Run in CO (MeOH). Yields the product O=C[C@H](O)[C@@H](O)[C@H](O)[C@H](O)CO (D-glucose). Reaction SMILES: [O:1](CC1C=CC(N)=CC=1)[C@@H:2]1[O:10][C@H:9]([CH2:11][OH:12])[C@@H:7]([OH:8])[C@H:5]([OH:6])[C@H:3]1[OH:4]>CO.[Pd]>[O:1]=[CH:2][C@@H:3]([C@H:5]([C@@H:7]([C@@H:9]([CH2:11][OH:12])[OH:10])[OH:8])[OH:6])[OH:4]. Procedure details: 4-Aminobenzyl β-D-glucopyranoside (110 mg, 0.40 mmol) was hydrogenated over Pd/C (10%) (50 mg) in MeOH (5 ml) at room temperature for 4 hours. The catalyst was filtered off and the filtrate was evaporated affording D-glucose in quantitative yield.